Dataset: the Open Reaction Database (ORD), a public repository of structured organic reaction records. Task: describe an organic reaction: reactants, conditions, products, and yield Starting materials: BrB(Br)Br, ClCCl, COc1cc(I)cc(OC)c1C(C)C, O. Product: COc1cc(I)cc(O)c1C(C)C. RXN SMILES: [B:15]([Br:16])([Br:17])[Br:18].[Cl:20][CH2:21][Cl:22].[I:1][c:2]1[cH:3][c:4]([O:13][CH3:14])[c:5]([CH:10]([CH3:11])[CH3:12])[c:6]([O:8][CH3:9])[cH:7]1.[OH2:19]>>[I:1][c:2]1[cH:3][c:4]([OH:13])[c:5]([CH:10]([CH3:11])[CH3:12])[c:6]([O:8][CH3:9])[cH:7]1. Starting materials: C(=O)(O)C1=CC=C(C=C1)C(C(F)(F)F)(C(F)(F)F)C1=CC=C(C=C1)OC1=CC(=CC=C1)[N+](=O)[O-] (2-(4-carboxyphenyl)-2-[4-(3-nitrophenoxy)phenyl]hexafluoropropane), CN(C=O)C (dimethylformamide), S(=O)(Cl)Cl (thionyl chloride). Yields the product ClC(=O)C1=CC=C(C=C1)C(C(F)(F)F)(C(F)(F)F)C1=CC=C(C=C1)OC1=CC(=CC=C1)[N+](=O)[O-] (2-(4-chlorocarbonylphenyl)-2-[4-(3-nitrophenoxy)phenyl]hexafluoropropane). Reaction SMILES: [C:1]([C:4]1[CH:9]=[CH:8][C:7]([C:10]([C:19]2[CH:24]=[CH:23][C:22]([O:25][C:26]3[CH:31]=[CH:30][CH:29]=[C:28]([N+:32]([O-:34])=[O:33])[CH:27]=3)=[CH:21][CH:20]=2)([C:15]([F:18])([F:17])[F:16])[C:11]([F:14])([F:13])[F:12])=[CH:6][CH:5]=1)(O)=[O:2].CN(C)C=O.S(Cl)([Cl:42])=O>>[Cl:42][C:1]([C:4]1[CH:9]=[CH:8][C:7]([C:10]([C:19]2[CH:24]=[CH:23][C:22]([O:25][C:26]3[CH:31]=[CH:30][CH:29]=[C:28]([N+:32]([O-:34])=[O:33])[CH:27]=3)=[CH:21][CH:20]=2)([C:15]([F:18])([F:17])[F:16])[C:11]([F:14])([F:13])[F:12])=[CH:6][CH:5]=1)=[O:2]. Procedure: 146 g (0.3 mol) of 2-(4-carboxyphenyl)-2-[4-(3-nitrophenoxy)phenyl]hexafluoropropane were suspended in 714 g of thionyl chloride, 1 cm3 of dimethylformamide was added, and the mixture was refluxed till evolution of gas was no longer observed. The thionyl chloride was removed by distillation, and the residue was recrystallized from acetonitrile. The reactants are C(C1=CC=CC=C1)=O (benzaldehyde), Cl (hydrochloric acid), NCC(=O)O (Glycine), [OH-].[Na+] (sodium hydroxide). The reagents and catalysts are [Cl-].C(CCCCCCC)[N+](C)(CCCCCCCC)CCCCCCCC (trioctylmethyl ammonium chloride). Run in C1(=CC=CC=C1)C (toluene), O (water). Conditions: time 20 hour. The product is C1(=CC=CC=C1)C([C@H](N)C(=O)O)O (β-phenylserine). The yield is 86.5%. RXN SMILES: [NH2:1][CH2:2][C:3]([OH:5])=[O:4].[OH-].[Na+].[CH:8](=[O:15])[C:9]1[CH:14]=[CH:13][CH:12]=[CH:11][CH:10]=1.Cl>O.[Cl-].C([N+](CCCCCCCC)(CCCCCCCC)C)CCCCCCC.C1(C)C=CC=CC=1>[C:9]1([CH:8]([OH:15])[C@@H:2]([C:3]([OH:5])=[O:4])[NH2:1])[CH:14]=[CH:13][CH:12]=[CH:11][CH:10]=1 |f:1.2,6.7|. Reported procedure: Glycine (60 g) and 48 g of sodium hydroxide were dissolved in 500 g of water. Then, 0.5 g of trioctylmethyl ammonium chloride was added, and with stirring at 25° to 30° C., a solution of 169.6 g of benzaldehyde in 150 g of toluene was added dropwise over the course of about 1 hour. The reaction was further carried out at 25° to 35° C. for 20 hours. After the reaction, 209 g of 35% hydrochloric acid was added dropwise at a temperature of less than 40° C. The mixture was stirred at room temperatur... Starting materials: NC1=CC=C(C(=C1C(=O)OC)[N+](=O)[O-])Br (methyl 6-amino-3-bromo-2-nitrobenzoate), C(C)O (ethanol), C(C)(=O)O (acetic acid), C(=O)O (formic acid). The reagents and catalysts are [Fe] (Iron). Run in C(Cl)Cl (DCM), O (water), O (water). The product is BrC=1C(=C(C(=O)OC)C(=CC1)N)N (methyl 3-bromo-2,6-diaminobenzoate). The yield is 75.2%. As a reaction SMILES: [NH2:1][C:2]1[C:7]([C:8]([O:10][CH3:11])=[O:9])=[C:6]([N+:12]([O-])=O)[C:5]([Br:15])=[CH:4][CH:3]=1.C(O)C.C(O)(=O)C.C(O)=O>C(Cl)Cl.O.[Fe]>[Br:15][C:5]1[C:6]([NH2:12])=[C:7]([C:2]([NH2:1])=[CH:3][CH:4]=1)[C:8]([O:10][CH3:11])=[O:9]. Reported procedure: Iron powder (4.07 g) was added slowly with stirring and cooling to a solution of methyl 6-amino-3-bromo-2-nitrobenzoate (prepared according to Brock et al, Tetrahedron, 1963, 19, 1911; 2.0 g) in a mixture of absolute ethanol (49 mL), acetic acid (5 mL), formic acid (0.7 mL) and water (15 mL). On completion of the addition, the mixture was stirred at room temperature for 2 hours. The mixture was diluted with DCM and water (1:1) then filtered through Celite. The layers were separated and the aqueo... Starting materials: CC(C)(C)CCN, CCOC(=O)C1=Cc2cc(Cl)c(F)cc2OC1C(F)(F)F, [K+], [K+], O=C([O-])[O-], CN(C)C=O. The product is CCOC(=O)C1=Cc2cc(Cl)c(NCCC(C)(C)C)cc2OC1C(F)(F)F. Reaction SMILES: [CH3:22][C:23]([CH2:24][CH2:25][NH2:26])([CH3:27])[CH3:28].[Cl:1][c:2]1[cH:3][c:4]2[c:9]([cH:10][c:11]1[F:12])[O:8][CH:7]([C:13]([F:14])([F:15])[F:16])[C:6]([C:17](=[O:18])[O:19][CH2:20][CH3:21])=[CH:5]2.[K+:29].[K+:30].[O-:31][C:32]([O-:33])=[O:34].[O:35]=[CH:36][N:37]([CH3:38])[CH3:39]>>[Cl:1][c:2]1[cH:3][c:4]2[c:9]([cH:10][c:11]1[NH:26][CH2:25][CH2:24][C:23]([CH3:22])([CH3:27])[CH3:28])[O:8][CH:7]([C:13]([F:14])([F:15])[F:16])[C:6]([C:17](=[O:18])[O:19][CH2:20][CH3:21])=[CH:5]2. Conditions: time 2 hour. RXN SMILES: [F:1][C:2]([F:12])([F:11])[C:3]1[CH:10]=[CH:9][C:6]([CH2:7][OH:8])=[CH:5][CH:4]=1.[ClH:13].[NH2:14][CH2:15][C:16](=[O:22])[CH2:17][CH2:18][C:19](O)=[O:20]>>[ClH:13].[NH2:14][CH2:15][C:16](=[O:22])[CH2:17][CH2:18][C:19]([O:8][CH2:7][C:6]1[CH:9]=[CH:10][C:3]([C:2]([F:11])([F:12])[F:1])=[CH:4][CH:5]=1)=[O:20] |f:1.2,3.4|. Product: Cl.NCC(CCC(=O)OCC1=CC=C(C=C1)C(F)(F)F)=O (4-(Trifluoromethyl)benzyl 5-amino-4-oxopentanoate Hydrochloride). The reactants are FC(C1=CC=C(CO)C=C1)(F)F (4-(trifluoromethyl)benzyl alcohol), Cl.NCC(CCC(=O)O)=O (5-amino-4-oxopentanoic acid hydrochloride). Reported procedure: From 4-(trifluoromethyl)benzyl alcohol (4.9 g; 28 mmol) and 5-amino-4-oxopentanoic acid hydrochloride (1.0 g; 6.0 mmol). The reaction was complete after 2 h. The yield was 1.24 g (64%).